Dataset: the Open Reaction Database (ORD), a public repository of structured organic reaction records. Task: describe an organic reaction: reactants, conditions, products, and yield Reactants: C=O (Paraformaldehyde), C(C1=CC=CC=C1)O (benzyl alcohol), Cl (HCl). Yields the product ClCOCC1=CC=CC=C1 (((chloromethoxy)methyl)benzene). Yield: 33.0%. As a reaction SMILES: [CH2:1]=[O:2].[CH2:3](O)[C:4]1[CH:9]=[CH:8][CH:7]=[CH:6][CH:5]=1.[ClH:11]>>[Cl:11][CH2:1][O:2][CH2:3][C:4]1[CH:9]=[CH:8][CH:7]=[CH:6][CH:5]=1. Reported procedure: Paraformaldehyde (152 g) power was added to stirred benzyl alcohol (750 g, 6.94 mol), and HCl gas was bubbled into the reaction mixture. The exhaust gas was scrubbed with conc aq NaOH. Reaction progress was monitored by 1H NMR. When the starting material had been consumed, N2 was bubbled through the reaction mixture to remove HCl gas. The mixture was partitioned between water and n-pentane. The organic layer was dried over MgSO4, concentrated, and distilled under vacuum to afford ((chloromethoxy... Starting materials: N#N (N2), C(C)OC(CC#N)=O (cyanoacetic acid ethyl ester), CC=1C=C(CNN)C=CC1 (3-methylbenzylhydrazine), [Na] (sodium). Solvent: C(C)O (ethanol), O (water). Yields the product NC=1NN(C(C1)=O)CC1=CC(=CC=C1)C (3-Amino-1-(3-methylbenzyl)-pyrazol-5-one). Reaction SMILES: [Na].C([O:4][C:5](=O)[CH2:6][C:7]#[N:8])C.[CH3:10][C:11]1[CH:12]=[C:13]([CH:17]=[CH:18][CH:19]=1)[CH2:14][NH:15][NH2:16].N#N>C(O)C.O>[NH2:8][C:7]1[NH:16][N:15]([CH2:14][C:13]2[CH:17]=[CH:18][CH:19]=[C:11]([CH3:10])[CH:12]=2)[C:5](=[O:4])[CH:6]=1 |^1:0|. Reported procedure: 4.6 g of sodium are dissolved in 100 ml of ethanol. A mixture of 12 g of cyanoacetic acid ethyl ester and 13.6 g of 3-methylbenzylhydrazine is added to this solution. The mixture is heated to the boil for 5 hours while stirring and passing N2 into it. After driving off the solvent, taking up the residue in water, extracting with ether and clarifying with animal charcoal, acidification with acetic acid yields colorless crystals which after again being recrystallised from ethanol melt at 92°. The ... Starting materials: C(#N)C[C@@H]1[C@H](CCCC1)NC(OC(C)(C)C)=O (tert-butyl N-[(1S,2R)-2-(cyanomethyl)cyclohexyl]carbamate). The solvent is CO (MeOH), Cl (HCl), O1CCOCC1 (dioxane). Yields the product N[C@@H]1[C@H](CCCC1)CC#N (2-[(1R,2S)-2-aminocyclohexyl]acetonitrile). RXN SMILES: [C:1]([CH2:3][C@H:4]1[CH2:9][CH2:8][CH2:7][CH2:6][C@@H:5]1[NH:10]C(=O)OC(C)(C)C)#[N:2]>CO.Cl.O1CCOCC1>[NH2:10][C@H:5]1[CH2:6][CH2:7][CH2:8][CH2:9][C@@H:4]1[CH2:3][C:1]#[N:2]. Procedure: A solution tert-butyl N-[(1S,2R)-2-(cyanomethyl)cyclohexyl]carbamate (2 g) in MeOH (40 mL) and 4 M HCl in dioxane (20 mL) was stirred at room temperature for 2 hours and concentrated in vacuo to provide the title compound as a yellow oil, which was used for the subsequent step without further purification.